This data is from the Open Reaction Database (ORD), a public repository of structured organic reaction records. The task is: describe an organic reaction: reactants, conditions, products, and yield Starting materials: COC(C1=C(C=C(C(=C1)C1=CN=NC=C1)C(C)C)N)=O (2-amino-4-isopropyl-5-pyridazin-4-yl-benzoic acid methyl ester), ClC(=O)OC1=CC=C(C=C1)Cl (4-chlorophenyl chloroformate), CS(=O)(=O)NN (CH3SO2NHNH2), CCN(C(C)C)C(C)C (i-Pr2NEt). RXN SMILES: CO[C:3](=[O:20])[C:4]1[CH:9]=[C:8]([C:10]2[CH:15]=[CH:14][N:13]=[N:12][CH:11]=2)[C:7]([CH:16]([CH3:18])[CH3:17])=[CH:6][C:5]=1[NH2:19].ClC([O:24][C:25]1C=CC(Cl)=CC=1)=O.[CH3:32][S:33]([NH:36][NH2:37])(=[O:35])=[O:34].CCN(C(C)C)C(C)C>O1CCOCC1>[CH:16]([C:7]1[CH:6]=[C:5]2[C:4]([C:3](=[O:20])[N:37]([NH:36][S:33]([CH3:32])(=[O:35])=[O:34])[C:25](=[O:24])[NH:19]2)=[CH:9][C:8]=1[C:10]1[CH:15]=[CH:14][N:13]=[N:12][CH:11]=1)([CH3:17])[CH3:18]. Yield: 51.3%. Product: C(C)(C)C1=C(C=C2C(N(C(NC2=C1)=O)NS(=O)(=O)C)=O)C1=CN=NC=C1 (N-(7-Isopropyl-2,4-dioxo-6-pyridazin-4-yl-1,4-dihydro-2H-quinazolin-3-yl)-methanesulfonamide). Run in O1CCOCC1 (dioxane). Procedure: A solution of 2-amino-4-isopropyl-5-pyridazin-4-yl-benzoic acid methyl ester (220 mg, 0.81 mmol) and 4-chlorophenyl chloroformate (170 μL, 1.22 mmol) in dioxane (10 mL) was stirred at r.t. for 10 min and at 80° C. for 30 min. After cooling to r.t., CH3SO2NHNH2 (178.6 mg, 1.6 mmol) and i-Pr2NEt (425 μL, 2.43 mmol) were added. The mixture was heated at 80° C. for 1.5 h, cooled to r.t., and the solvent was removed in vacuo. The residue was purified by flash chromatography (100 g silica gel, DCM→MeO... Reactants: C(N)(=S)C1=CC=C(C(=O)OC)C=C1 (methyl 4-thiocarbamoylbenzoate), Br.BrCC(=O)C=1C=NC=CC1 (3-bromoacetylpyridine hydrobromide). Product: Br.N1=CC(=CC=C1)C=1N=C(SC1)C1=CC=C(C(=O)OC)C=C1 (methyl 4-[4-(3-pyridyl)-2-thiazolyl]benzoate hydrobromide). Isolated yield 80.0%. Reaction SMILES: [C:1]([C:4]1[CH:13]=[CH:12][C:7]([C:8]([O:10][CH3:11])=[O:9])=[CH:6][CH:5]=1)(=[S:3])[NH2:2].Br.[Br:15][CH2:16][C:17]([C:19]1[CH:20]=[N:21][CH:22]=[CH:23][CH:24]=1)=O>>[BrH:15].[N:21]1[CH:22]=[CH:23][CH:24]=[C:19]([C:17]2[N:2]=[C:1]([C:4]3[CH:13]=[CH:12][C:7]([C:8]([O:10][CH3:11])=[O:9])=[CH:6][CH:5]=3)[S:3][CH:16]=2)[CH:20]=1 |f:1.2,3.4|. Reported procedure: In the same manner as in Example 28, methyl 4-thiocarbamoylbenzoate was reacted with 3-bromoacetylpyridine hydrobromide to obtain methyl 4-[4-(3-pyridyl)-2-thiazolyl]benzoate hydrobromide. The product was recrystallized from ethanol. Yield: 80%. Pale yellow prisms. Melting point: 241 to 242° C.